From a dataset of the Open Reaction Database (ORD), a public repository of structured organic reaction records. describe an organic reaction: reactants, conditions, products, and yield Reactants: [N+](=O)([O-])C=1C=C(C#N)C=C(C1)[N+](=O)[O-] (3,5-dinitrobenzonitrile), Cl[Sn]Cl (SnCl2), [OH-].[Na+] (NaOH), aqueous solution. The solvent is Cl (HCl). Reaction conditions: time 2 hour. Yields the product NC=1C=C(C#N)C=C(C1)N (3,5-Diaminobenzonitrile). The yield is 56.6%. As a reaction SMILES: [N+:1]([C:4]1[CH:5]=[C:6]([CH:9]=[C:10]([N+:12]([O-])=O)[CH:11]=1)[C:7]#[N:8])([O-])=O.Cl[Sn]Cl.[OH-].[Na+]>Cl>[NH2:1][C:4]1[CH:5]=[C:6]([CH:9]=[C:10]([NH2:12])[CH:11]=1)[C:7]#[N:8] |f:2.3|. Reported procedure: To 3,5-dinitrobenzonitrile (5.0 g, 25.89 mmol) in 20 mL of HCl 1M, was added SnCl2 (34.4 g, 7 eq). The reaction mixture was stirred at room temperature for 2 h and then cooled to 0° C. The mixture was made alkaline with a 50% aqueous solution of NaOH and the precipitate was removed by filtration. The filtrate was extracted with ethyl acetate and the combined organic layers were evaporated. The residue and the precipitate were purified by flash chromatography on silica gel (DCM/MeOH//95/5) to yie...